Dataset: the Open Reaction Database (ORD), a public repository of structured organic reaction records. Task: describe an organic reaction: reactants, conditions, products, and yield Reactants: Cl[Si](C)(C)C (chlorotrimethylsilane), ClCCl (dichloromethane), ClN1C(CCC1=O)=O (N-chlorosuccinimide), diketone, 5. Run at temperature 12.5 celsius, time 45 minute. The product is ClC(C(=O)C1CC1)C(=O)C1CC1 (2-Chloro-1,3-dicyclopropyl-1,3-propanedione). Reaction SMILES: Cl[Si](C)(C)C.ClN1[C:11](=O)[CH2:10][CH2:9][C:8]1=[O:13].Cl[CH2:15][Cl:16]>>[Cl:16][CH:15]([C:8]([CH:9]1[CH2:11][CH2:10]1)=[O:13])[C:8]([CH:9]1[CH2:11][CH2:10]1)=[O:13]. Reported procedure: The diketone described in Preparation 5 (700 g, 4.6 mol) was dissolved in dichloromethane (7 L) with chlorotrimethylsilane (549 g, 5.08 mol), at room temperature. The solution was stirred for 45 minutes, after which time it was cooled to 10 to 15° C. N-chlorosuccinimide (614 g, 4.6 mol) was then added portion-wise, keeping the temperature between 10 and 15° C. The reaction was then warmed to room temperature and stirred for a further 30 minutes. The reaction slurry was then filtered and the orga...